From a dataset of the Open Reaction Database (ORD), a public repository of structured organic reaction records. describe an organic reaction: reactants, conditions, products, and yield The reactants are CN1C(=O)CNC1=O, CC(=O)O, ClP(Cl)Cl, [Na+], [Na], [Na], [Na], [OH-], O, O=C(O)CNCP(=O)(O)O. Product: CN1C(=O)CN(CP(=O)(O)O)C1=O. RXN SMILES: [CH3:1][N:2]1[C:3](=[O:8])[NH:4][CH2:5][C:6]1=[O:7].[CH3:29][C:30](=[O:31])[OH:32].[Cl:9][P:10]([Cl:11])[Cl:12].[Na+:14].[Na:15].[Na:16].[Na:17].[OH-:13].[OH2:28].[P:18](=[O:19])([OH:20])([OH:21])[CH2:22][NH:23][CH2:24][C:25]([OH:26])=[O:27]>>[CH3:1][N:2]1[C:3](=[O:8])[N:4]([CH2:22][P:18](=[O:19])([OH:20])[OH:21])[CH2:5][C:6]1=[O:7].